From a dataset of the Open Reaction Database (ORD), a public repository of structured organic reaction records. describe an organic reaction: reactants, conditions, products, and yield The reactants are [Li]C (MeLi), CON(C(=O)C1=C(N=C(S1)C1=CC=CC=C1)N1CCCCC1)C (2-phenyl-4-piperidin-1-yl-thiazole-5-carboxylic acid methoxy-methyl-amide), [Li+].[Br-] (LiBr). Solvent: C1CCOC1 (THF). The product is C1(=CC=CC=C1)C=1SC(=C(N1)N1CCCCC1)C(C)=O (1-(2-Phenyl-4-piperidin-1-yl-thiazol-5-yl)-ethanone). Yield: 72.0%. Reaction SMILES: CON(C)[C:4]([C:6]1[S:10][C:9]([C:11]2[CH:16]=[CH:15][CH:14]=[CH:13][CH:12]=2)=[N:8][C:7]=1[N:17]1[CH2:22][CH2:21][CH2:20][CH2:19][CH2:18]1)=[O:5].[Li][CH3:25].[Li+].[Br-]>C1COCC1>[C:11]1([C:9]2[S:10][C:6]([C:4](=[O:5])[CH3:25])=[C:7]([N:17]3[CH2:18][CH2:19][CH2:20][CH2:21][CH2:22]3)[N:8]=2)[CH:12]=[CH:13][CH:14]=[CH:15][CH:16]=1 |f:2.3|. Procedure details: To a solution of the above-prepared 2-phenyl-4-piperidin-1-yl-thiazole-5-carboxylic acid methoxy-methyl-amide (0.754 mmol) in THF (5 mL) was added at 0° C. MeLi.LiBr (0.83 mmol). The reaction mixture was stirred until the reaction was complete, then quenched by the addition of saturated ammonium chloride and extracted with ethyl acetate. The organic phase was washed with brine, dried over MgSO4 and concentrated in vacuo to give a brown oil. Silica gel chromatography provided the title compound (... The reactants are CCOC(C)=O, CCCCCC, O=C(CCl)N1CCN(c2ccc(Cl)cc2)CC1, Cc1[nH]nc(N)c1Cl, [K+], [K+], O=C([O-])[O-], CN(C)C=O. Yields the product Cc1c(Cl)c(N)nn1CC(=O)N1CCN(c2ccc(Cl)cc2)CC1. As a reaction SMILES: [C:37]([O:38][CH2:39][CH3:40])(=[O:41])[CH3:42].[CH3:43][CH2:44][CH2:45][CH2:46][CH2:47][CH3:48].[Cl:15][CH2:16][C:17](=[O:18])[N:19]1[CH2:20][CH2:21][N:22]([c:25]2[cH:26][cH:27][c:28]([Cl:31])[cH:29][cH:30]2)[CH2:23][CH2:24]1.[Cl:1][c:2]1[c:3]([NH2:8])[n:4][nH:5][c:6]1[CH3:7].[K+:10].[K+:9].[O-:11][C:12]([O-:13])=[O:14].[O:32]=[CH:33][N:34]([CH3:35])[CH3:36]>>[Cl:1][c:2]1[c:3]([NH2:8])[n:4][n:5]([CH2:16][C:17](=[O:18])[N:19]2[CH2:20][CH2:21][N:22]([c:25]3[cH:26][cH:27][c:28]([Cl:31])[cH:29][cH:30]3)[CH2:23][CH2:24]2)[c:6]1[CH3:7]. Reactants: Cl.FC(CC(C)(C)N)(F)F (3,3,3-trifluoro-1,1-dimethylpropylamine hydrochloride), [N-](C#N)C#N.[Na+] (sodium dicyanamide). Solvent: C(CCC)O (n-butanol). Product: C(#N)NC(=N)NC(CC(F)(F)F)(C)C (1-cyano-3-(3,3,3-trifluoro-1,1-dimethylpropyl) guanidine). Yield: 82.3%. Reaction SMILES: Cl.[F:2][C:3]([F:10])([F:9])[CH2:4][C:5]([NH2:8])([CH3:7])[CH3:6].[N-:11]([C:14]#[N:15])[C:12]#[N:13].[Na+]>C(O)CCC>[C:12]([NH:11][C:14]([NH:8][C:5]([CH3:7])([CH3:6])[CH2:4][C:3]([F:10])([F:9])[F:2])=[NH:15])#[N:13] |f:0.1,2.3|. Procedure details: A mixture of 3,3,3-trifluoro-1,1-dimethylpropylamine hydrochloride (2.67 g, 15 mol), sodium dicyanamide (1.34 g, 15 mmol), and n-butanol (7.5 ml) was sealed in vacuo in a Pyrex ampoule and was heated at 105° for 119 h to give, after solvent removal, a residue (2.87 g) which was crushed and stirred with water (7 ml), then filtered and washed with water, then dried to give a solid (2.57 g) with m.p. 153° (shrinks 145°). The solid was dissolved in methanol (25 ml) then filtered to remove what is pr... Starting materials: O=S(=O)(c1ccc(C(CC2CCOCC2)c2ccc(-c3ccc(Br)cn3)[nH]2)cc1)C1CC1, CN(C)C=O, [Cl-], ClCOCc1ccccc1, [H-], [NH4+], [Na+]. The product is O=S(=O)(c1ccc(C(CC2CCOCC2)c2ccc(-c3ccc(Br)cn3)n2COCc2ccccc2)cc1)C1CC1. Reaction SMILES: [Br:1][c:2]1[cH:3][cH:4][c:5](-[c:8]2[nH:9][c:10]([CH:13]([CH2:14][CH:15]3[CH2:16][CH2:17][O:18][CH2:19][CH2:20]3)[c:21]3[cH:22][cH:23][c:24]([S:27](=[O:28])(=[O:29])[CH:30]4[CH2:31][CH2:32]4)[cH:25][cH:26]3)[cH:11][cH:12]2)[n:6][cH:7]1.[CH3:47][N:48]([CH3:49])[CH:50]=[O:51].[Cl-:45].[Cl:35][CH2:36][O:37][CH2:38][c:39]1[cH:40][cH:41][cH:42][cH:43][cH:44]1.[H-:33].[NH4+:46].[Na+:34]>>[Br:1][c:2]1[cH:3][cH:4][c:5](-[c:8]2[n:9]([CH2:36][O:37][CH2:38][c:39]3[cH:40][cH:41][cH:42][cH:43][cH:44]3)[c:10]([CH:13]([CH2:14][CH:15]3[CH2:16][CH2:17][O:18][CH2:19][CH2:20]3)[c:21]3[cH:22][cH:23][c:24]([S:27](=[O:28])(=[O:29])[CH:30]4[CH2:31][CH2:32]4)[cH:25][cH:26]3)[cH:11][cH:12]2)[n:6][cH:7]1. Reactants: [Li]CCCC (n-BuLi), CC12COC(OC1)(OC2)C=2OC=CC2 (2-(4-Methyl-2,6,7-trioxabicyclo[2.2.2]oct-1-yl)furan), C(CCC)[Sn](CCCC)(CCCC)Cl (tributyltin chloride). The solvent is C1CCOC1 (THF). Run at temperature -78 celsius, time 30 minute. Product: CC12COC(OC1)(OC2)C2=CC=C(O2)[Sn](CCCC)(CCCC)CCCC (5-(4-Methyl-2,6,7-trioxabicyclo[2.2.2]oct-1-yl)-2-[tri(n-butyl)stannyl]furan). The yield is 95.1%. As a reaction SMILES: [CH3:1][C:2]12[CH2:9][O:8][C:5]([C:10]3[O:11][CH:12]=[CH:13][CH:14]=3)([O:6][CH2:7]1)[O:4][CH2:3]2.[Li]CCCC.[CH2:20]([Sn:24](Cl)([CH2:29][CH2:30][CH2:31][CH3:32])[CH2:25][CH2:26][CH2:27][CH3:28])[CH2:21][CH2:22][CH3:23]>C1COCC1>[CH3:1][C:2]12[CH2:3][O:4][C:5]([C:10]3[O:11][C:12]([Sn:24]([CH2:25][CH2:26][CH2:27][CH3:28])([CH2:29][CH2:30][CH2:31][CH3:32])[CH2:20][CH2:21][CH2:22][CH3:23])=[CH:13][CH:14]=3)([O:6][CH2:7]1)[O:8][CH2:9]2. Reported procedure: 2-(4-Methyl-2,6,7-trioxabicyclo[2.2.2]oct-1-yl)furan (2.0 g, 10.2 mmol) was dissolved in THF (20 ml) and the solution was cooled to −78° C. n-BuLi (1.6M solution in hexanes, 7.7 ml, 12.32 mmol) was added and the mixture stirred at −78° C. for 30 min, allowed to warm to 0° C. for 20 min. and then recooled to −78° C. The tributyltin chloride (3.5 ml, 4.68 g, 14.4 mmol) was added and stirring was continued at −78° C. for 15 min. The mixture was allowed to warm gradually to room temperature and stir... Starting materials: NC1=CC=CC=C1 (aniline), NC(=O)N (urea), C12CN(CC(CC1)O2)C2=C1C(=NC(=N2)C2=CC=C(C=C2)NC(=O)NCC)N(N=C1)C1CCN(CC1)C(=O)OCC (ethyl 4-(4-(8-oxa-3-azabicyclo[3.2.1]octan-3-yl)-6-(4-(3-ethylureido)phenyl)-1H-pyrazolo[3,4-d]pyrimidin-1-yl)piperidine-1-carboxylate), NC1=CC=C(CO)C=C1 (4-aminobenzyl alcohol). The product is C12CN(CC(CC1)O2)C2=C1C(=NC(=N2)C2=CC=C(C=C2)NC(=O)NC2=CC=C(C=C2)CO)N(N=C1)C (1-(4-(4-(8-oxa-3-azabicyclo[3.2.1]octan-3-yl)-1-methyl-1H-pyrazolo[3,4-d]pyrimidin-6-yl)phenyl)-3-(4-(hydroxymethyl)phenyl)urea). Reaction SMILES: NC(N)=O.[CH:5]12[O:12][CH:9]([CH2:10][CH2:11]1)[CH2:8][N:7]([C:13]1[N:18]=[C:17]([C:19]3[CH:24]=[CH:23][C:22]([NH:25][C:26]([NH:28][CH2:29][CH3:30])=[O:27])=[CH:21][CH:20]=3)[N:16]=[C:15]3[N:31]([CH:34]4CCN(C(OCC)=O)CC4)[N:32]=[CH:33][C:14]=13)[CH2:6]2.NC1C=[CH:52][C:49]([CH2:50][OH:51])=[CH:48][CH:47]=1.NC1C=CC=CC=1>>[CH:5]12[O:12][CH:9]([CH2:10][CH2:11]1)[CH2:8][N:7]([C:13]1[N:18]=[C:17]([C:19]3[CH:20]=[CH:21][C:22]([NH:25][C:26]([NH:28][C:29]4[CH:47]=[CH:48][C:49]([CH2:50][OH:51])=[CH:52][CH:30]=4)=[O:27])=[CH:23][CH:24]=3)[N:16]=[C:15]3[N:31]([CH3:34])[N:32]=[CH:33][C:14]=13)[CH2:6]2. Reported procedure: A urea formation procedure similar to that used for the synthesis of ethyl 4-(4-(8-oxa-3-azabicyclo[3.2.1]octan-3-yl)-6-(4-(3-ethylureido)phenyl)-1H-pyrazolo[3,4-d]pyrimidin-1-yl)piperidine-1-carboxylate is used, utilizing 4-aminobenzyl alcohol as the aniline component. (32%, MS=486.2 (M+H))